The task is: describe an organic reaction: reactants, conditions, products, and yield. This data is from the Open Reaction Database (ORD), a public repository of structured organic reaction records. Run in O (water), N1=CC=CC=C1 (pyridine). RXN SMILES: C(=O)(O)O.[NH:5]([C:7](=[NH:9])[NH2:8])[NH2:6].[Cl:10][C:11]1[CH:12]=[C:13]([CH:17]=[CH:18][C:19]=1[Cl:20])[C:14](Cl)=[O:15].[OH-].[Na+]>N1C=CC=CC=1.O>[Cl:10][C:11]1[CH:12]=[C:13]([CH:17]=[CH:18][C:19]=1[Cl:20])[C:14]([NH:6][NH:5][C:7](=[NH:8])[NH2:9])=[O:15] |f:0.1,3.4|. Yield: 40.3%. Yields the product ClC=1C=C(C(=O)NNC(N)=N)C=CC1Cl (2-(3,4-dichlorobenzoyl)hydrazinecarboximidamide). Conditions: time 8 hour. The reactants are C(O)(O)=O.N(N)C(N)=N (hydrazinecarboximidamide carbonic acid salt), ClC=1C=C(C(=O)Cl)C=CC1Cl (3,4-dichlorobenzoyl chloride), [OH-].[Na+] (sodium hydroxide). Reported procedure: To a solution of hydrazinecarboximidamide carbonic acid salt (15.6 g, 114.61 mmol) in pyridine (100 ml) was added 3,4-dichlorobenzoyl chloride (20 g, 95.48 mmol), and the resulting mixture was stirred overnight at room temperature, then concentrated under vacuum to give a residue, which was dissolved in water (30 ml) and adjusted to pH 12 with sodium hydroxide (aq., sat). The product precipitated and was collected by filtration and dried in an oven under reduced pressure to afford 2-(3,4-dichlor...